Dataset: the Open Reaction Database (ORD), a public repository of structured organic reaction records. Task: describe an organic reaction: reactants, conditions, products, and yield Starting materials: FC(C1=NC2=C(N1C1=NC(=NC(=N1)N1CCOCC1)OC1CCN(CC1)S(=O)(=O)C=C)C=CC=C2OC)F (2-(difluoromethyl)-4-methoxy-1-(4-(4-morpholinyl)-6-{[1-(vinylsulfonyl)-4-piperidinyl]oxy}-1,3,5-triazin-2-yl)-1H-benzimidazole), N1CCOCC1 (morpholine). Yields the product FC(C1=NC2=C(N1C1=NC(=NC(=N1)N1CCOCC1)OC1CCN(CC1)S(=O)(=O)CCN1CCOCC1)C=CC=C2OC)F (2-(difluoromethyl)-4-methoxy-1-{4-(4-morpholinyl)-6-[(1-{[2-(4-morpholinyl)ethyl]sulfonyl}-4-piperidinyl)oxy]-1,3,5-triazin-2-yl}-1H-benzimidazole). Isolated yield 81.0%. RXN SMILES: [F:1][CH:2]([F:38])[C:3]1[N:7]([C:8]2[N:13]=[C:12]([N:14]3[CH2:19][CH2:18][O:17][CH2:16][CH2:15]3)[N:11]=[C:10]([O:20][CH:21]3[CH2:26][CH2:25][N:24]([S:27]([CH:30]=[CH2:31])(=[O:29])=[O:28])[CH2:23][CH2:22]3)[N:9]=2)[C:6]2[CH:32]=[CH:33][CH:34]=[C:35]([O:36][CH3:37])[C:5]=2[N:4]=1.[NH:39]1[CH2:44][CH2:43][O:42][CH2:41][CH2:40]1>>[F:38][CH:2]([F:1])[C:3]1[N:7]([C:8]2[N:13]=[C:12]([N:14]3[CH2:15][CH2:16][O:17][CH2:18][CH2:19]3)[N:11]=[C:10]([O:20][CH:21]3[CH2:22][CH2:23][N:24]([S:27]([CH2:30][CH2:31][N:39]4[CH2:44][CH2:43][O:42][CH2:41][CH2:40]4)(=[O:29])=[O:28])[CH2:25][CH2:26]3)[N:9]=2)[C:6]2[CH:32]=[CH:33][CH:34]=[C:35]([O:36][CH3:37])[C:5]=2[N:4]=1. Procedure: Reaction of 2-(difluoromethyl)-4-methoxy-1-(4-(4-morpholinyl)-6-{[1-(vinylsulfonyl)-4-piperidinyl]oxy}-1,3,5-triazin-2-yl)-1H-benzimidazole (Example 50) with morpholine as in Example 11 gave 2-(difluoromethyl)-4-methoxy-1-{4-(4-morpholinyl)-6-[(1-{[2-(4-morpholinyl)ethyl]sulfonyl}-4-piperidinyl)oxy]-1,3,5-triazin-2-yl}-1H-benzimidazole in 81% yield. Hydrochloride: mp (MeOH) 255-259° C.; 1H NMR (DMSO-d6) δ10.87 (br s, 1H), 7.96 (d, J=8.3 Hz, 1H), 7.72 (t, JHF=52.8 Hz, 1H), 7.45 (t, J=8.3 Hz, 1H),...